From a dataset of the Open Reaction Database (ORD), a public repository of structured organic reaction records. describe an organic reaction: reactants, conditions, products, and yield Yields the product c1c(NC2CCCC2)nc(NC2CCCC2)nc1N1CCNCC1. RXN SMILES: [CH2:20]1[CH2:21][NH:22][CH2:23][CH2:24][NH:25]1.[CH:1]1([NH:6][c:7]2[n:8][c:9]([Cl:19])[cH:10][c:11]([NH:13][CH:14]3[CH2:15][CH2:16][CH2:17][CH2:18]3)[n:12]2)[CH2:2][CH2:3][CH2:4][CH2:5]1>>[CH:1]1([NH:6][c:7]2[n:8][c:9]([N:22]3[CH2:21][CH2:20][NH:25][CH2:24][CH2:23]3)[cH:10][c:11]([NH:13][CH:14]3[CH2:15][CH2:16][CH2:17][CH2:18]3)[n:12]2)[CH2:2][CH2:3][CH2:4][CH2:5]1. Reactants: C1CNCCN1, Clc1cc(NC2CCCC2)nc(NC2CCCC2)n1. Reactants: O=C(c1ccc(Br)cn1)N1CCN(CCO)CC1, COc1ccc(CN(Cc2ccc(OC)cc2)c2ncc(-c3nc(N4CCOCC4)nc4c3CCN4)cn2)cc1. The product is COc1ccc(CN(Cc2ccc(OC)cc2)c2ncc(-c3nc(N4CCOCC4)nc4c3CCN4c3ccc(C(=O)N4CCN(CCO)CC4)nc3)cn2)cc1. RXN SMILES: [Br:41][c:42]1[cH:43][cH:44][c:45]([C:48](=[O:49])[N:50]2[CH2:51][CH2:52][N:53]([CH2:56][CH2:57][OH:58])[CH2:54][CH2:55]2)[n:46][cH:47]1.[CH3:1][O:2][c:3]1[cH:4][cH:5][c:6]([CH2:7][N:8]([c:9]2[n:10][cH:11][c:12](-[c:15]3[c:16]4[c:17]([n:18][c:19]([N:21]5[CH2:22][CH2:23][O:24][CH2:25][CH2:26]5)[n:20]3)[NH:27][CH2:28][CH2:29]4)[cH:13][n:14]2)[CH2:30][c:31]2[cH:32][cH:33][c:34]([O:37][CH3:38])[cH:35][cH:36]2)[cH:39][cH:40]1>>[CH3:1][O:2][c:3]1[cH:4][cH:5][c:6]([CH2:7][N:8]([c:9]2[n:10][cH:11][c:12](-[c:15]3[c:16]4[c:17]([n:18][c:19]([N:21]5[CH2:22][CH2:23][O:24][CH2:25][CH2:26]5)[n:20]3)[N:27]([c:42]3[cH:43][cH:44][c:45]([C:48](=[O:49])[N:50]5[CH2:51][CH2:52][N:53]([CH2:56][CH2:57][OH:58])[CH2:54][CH2:55]5)[n:46][cH:47]3)[CH2:28][CH2:29]4)[cH:13][n:14]2)[CH2:30][c:31]2[cH:32][cH:33][c:34]([O:37][CH3:38])[cH:35][cH:36]2)[cH:39][cH:40]1. Reactants: FC1=C(C=CC(=C1C=O)F)NS(=O)(=O)CCC (propane-1-sulfonic acid (2,4-difluoro-3-formyl-phenyl)-amide), C1(CCCC1)OC=1C=C2C(=NC1)NC=C2 (5-cyclopentyloxy-1H-pyrrolo[2,3-b]pyridine), [OH-].[K+] (potassium hydroxide), O (water). As a reaction SMILES: [F:1][C:2]1[C:7]([CH:8]=[O:9])=[C:6]([F:10])[CH:5]=[CH:4][C:3]=1[NH:11][S:12]([CH2:15][CH2:16][CH3:17])(=[O:14])=[O:13].[CH:18]1([O:23][C:24]2[CH:25]=[C:26]3[CH:32]=[CH:31][NH:30][C:27]3=[N:28][CH:29]=2)[CH2:22][CH2:21][CH2:20][CH2:19]1.[OH-].[K+].O>CO>[CH:18]1([O:23][C:24]2[CH:25]=[C:26]3[C:32]([CH:8]([OH:9])[C:7]4[C:2]([F:1])=[C:3]([NH:11][S:12]([CH2:15][CH2:16][CH3:17])(=[O:14])=[O:13])[CH:4]=[CH:5][C:6]=4[F:10])=[CH:31][NH:30][C:27]3=[N:28][CH:29]=2)[CH2:19][CH2:20][CH2:21][CH2:22]1 |f:2.3|. Reaction conditions: time 3 hour. Reported procedure: To propane-1-sulfonic acid (2,4-difluoro-3-formyl-phenyl)-amide (10, 102 mg, 0.32 mmol) in methanol (1.5 mL) was added 5-cyclopentyloxy-1H-pyrrolo[2,3-b]pyridine (P-0001, 65 mg, 0.32 mmol, prepared as described in Example 12) and potassium hydroxide (54 mg, 0.96 mmol) under an atmosphere of nitrogen. The reaction was stirred at room temperature for 3 hours. The reaction was poured into water and extracted with ethyl acetate. The organic layer was washed with brine, dried over sodium sulfate and ... Product: C1(CCCC1)OC=1C=C2C(=NC1)NC=C2C(C=2C(=C(C=CC2F)NS(=O)(=O)CCC)F)O (propane-1-sulfonic acid {3-[(5-cyclopentyloxy-1H-pyrrolo[2,3-b]pyridin-3-yl)-hydroxy-methyl]-2,4-difluoro-phenyl}-amide). Solvent: CO (methanol).